From a dataset of the Open Reaction Database (ORD), a public repository of structured organic reaction records. describe an organic reaction: reactants, conditions, products, and yield The reactants are O=c1[nH]cc(Br)cc1[N+](=O)[O-], CN(C)C=O, O=P(Cl)(Cl)Cl. Yields the product O=[N+]([O-])c1cc(Br)cnc1Cl. RXN SMILES: [Br:1][c:2]1[cH:3][c:4]([N+:9](=[O:10])[O-:11])[c:5](=[O:8])[nH:6][cH:7]1.[CH3:17][N:18]([CH3:19])[CH:20]=[O:21].[P:12]([Cl:13])([Cl:14])([Cl:15])=[O:16]>>[Br:1][c:2]1[cH:3][c:4]([N+:9](=[O:10])[O-:11])[c:5]([Cl:14])[n:6][cH:7]1. Reactants: C(C)(C)(C)OC(=O)N1CCC2=C(CC1)C(=C(C=C2)Cl)SC(N(C)C)=O (3-tert-butoxycarbonyl-7-chloro-6-dimethylcarbamoylthio-2,3,4,5-tetrahydro-1H-benzo[d]azepine), Cl.BrCC1=NC(=CC=C1)Cl (2-bromomethyl-6-chloropyridine hydrochloride). The product is Cl.ClC1=C(C2=C(CCNCC2)C=C1)SCC1=NC(=CC=C1)Cl (7-Chloro-6-(6-chloropyridin-2-ylmethylthio)-2,3,4,5-tetrahydro-1H-benzo[d]azepine Hydrochloride). RXN SMILES: C(OC([N:8]1[CH2:14][CH2:13][C:12]2[C:15]([S:20][C:21](=O)N(C)C)=[C:16]([Cl:19])[CH:17]=[CH:18][C:11]=2[CH2:10][CH2:9]1)=O)(C)(C)C.Cl.BrC[C:29]1[CH:34]=[CH:33][CH:32]=[C:31]([Cl:35])[N:30]=1>>[ClH:19].[Cl:19][C:16]1[CH:17]=[CH:18][C:11]2[CH2:10][CH2:9][NH:8][CH2:14][CH2:13][C:12]=2[C:15]=1[S:20][CH2:21][C:29]1[CH:34]=[CH:33][CH:32]=[C:31]([Cl:35])[N:30]=1 |f:1.2,3.4|. Procedure details: Use a method similar to the Preparation 177, using 3-tert-butoxycarbonyl-7-chloro-6-dimethylcarbamoylthio-2,3,4,5-tetrahydro-1H-benzo[d]azepine and 2-bromomethyl-6-chloropyridine hydrochloride to give, after deprotection by a method similar to the General Procedure 1-4, the title compound as an off-white solid. MS (APCI+) m/z: 339 (M+H)+. The reactants are O=[O+][O-] (ozone), O=O (oxygen), C(C)(=O)O (acetic acid), C1(=CC=CC=C1)COC(C(CC=C)C)=O (racemic 2-methyl-4-pentenoic acid phenylmethyl ester), O=[O+][O-] (ozone). Reagents/catalysts: [Zn] (zinc). The solvent is CO (methyl alcohol). Reaction conditions: time 1 hour. Yields the product C1(=CC=CC=C1)COC(C(CC=O)C)=O (racemic 2-methyl-4-oxobutanoic acid phenylmethyl ester). Isolated yield 100.0%. As a reaction SMILES: O=[O+][O-].[C:4]1([CH2:10][O:11][C:12](=[O:18])[CH:13]([CH3:17])[CH2:14][CH:15]=C)[CH:9]=[CH:8][CH:7]=[CH:6][CH:5]=1.O=O.C(O)(=[O:23])C>CO.[Zn]>[C:4]1([CH2:10][O:11][C:12](=[O:18])[CH:13]([CH3:17])[CH2:14][CH:15]=[O:23])[CH:9]=[CH:8][CH:7]=[CH:6][CH:5]=1. Reported procedure: A stream of ozone is passed through a -78° C. solution of 1.0 g of racemic 2-methyl-4-pentenoic acid phenylmethyl ester in 110 ml of methyl alcohol until the blue color persists. The excess ozone is discharged by a stream of oxygen, followed by argon. One gram of zinc dust and 1.0 g of acetic acid is added and the resulting mixture allowed to warm to room temperature; followed by stirring for 1 hour. The excess zinc is removed by filtration and the filtrate is concentrated in vacuo. The residue ... Starting materials: O=C([O-])[O-], CCc1nc2ccccc2[nH]1, CCOCC, Cn1c(C=O)nc2c(N3CCOCC3)nc(Cl)nc21, [Cs+], [Cs+], C1COCCO1, O=C(C=Cc1ccccc1)C=Cc1ccccc1, O=C(C=Cc1ccccc1)C=Cc1ccccc1, O=C(C=Cc1ccccc1)C=Cc1ccccc1, [Pd], [Pd]. Yields the product CCc1nc2ccccc2n1-c1nc(N2CCOCC2)c2nc(C=O)n(C)c2n1. RXN SMILES: [C:31](=[O:32])([O-:33])[O-:34].[CH2:20]([CH3:21])[c:22]1[n:23][c:24]2[c:25]([nH:26]1)[cH:27][cH:28][cH:29][cH:30]2.[CH3:43][CH2:44][O:45][CH2:46][CH3:47].[Cl:1][c:2]1[n:3][c:4]([N:14]2[CH2:15][CH2:16][O:17][CH2:18][CH2:19]2)[c:5]2[n:6][c:7]([CH:12]=[O:13])[n:8]([CH3:11])[c:9]2[n:10]1.[Cs+:35].[Cs+:36].[O:37]1[CH2:38][CH2:39][O:40][CH2:41][CH2:42]1.[O:50]=[C:51]([CH:52]=[CH:53][c:54]1[cH:55][cH:56][cH:57][cH:58][cH:59]1)[CH:60]=[CH:61][c:62]1[cH:63][cH:64][cH:65][cH:66][cH:67]1.[O:68]=[C:69]([CH:70]=[CH:71][c:72]1[cH:73][cH:74][cH:75][cH:76][cH:77]1)[CH:78]=[CH:79][c:80]1[cH:81][cH:82][cH:83][cH:84][cH:85]1.[O:86]=[C:87]([CH:88]=[CH:89][c:90]1[cH:91][cH:92][cH:93][cH:94][cH:95]1)[CH:96]=[CH:97][c:98]1[cH:99][cH:100][cH:101][cH:102][cH:103]1.[Pd:48].[Pd:49]>>[c:2]1(-[n:23]2[c:22]([CH2:20][CH3:21])[n:26][c:25]3[c:24]2[cH:30][cH:29][cH:28][cH:27]3)[n:3][c:4]([N:14]2[CH2:15][CH2:16][O:17][CH2:18][CH2:19]2)[c:5]2[n:6][c:7]([CH:12]=[O:13])[n:8]([CH3:11])[c:9]2[n:10]1. Reactants: BrC1=NC=C(C=C1)Br (2,5-dibromopyridine), CCCCCC (hexane), [H-].[Na+] (sodium hydride), COC=1C=C(C=CC1)CC#N (3-methoxyphenyl acetonitrile). The solvent is CN(C)C=O (DMF), CN(C)C=O (DMF), CCOCC (Et2O). Reaction conditions: temperature 0 celsius, time 30 minute. Product: BrC=1C=CC(=NC1)C(C#N)C1=CC(=CC=C1)OC ((5-Bromopyridin-2-yl)-(3-methoxy-phenyl)-acetonitrile). Yield: 64.4%. Reaction SMILES: CCCCCC.[H-].[Na+].[CH3:9][O:10][C:11]1[CH:12]=[C:13]([CH2:17][C:18]#[N:19])[CH:14]=[CH:15][CH:16]=1.Br[C:21]1[CH:26]=[CH:25][C:24]([Br:27])=[CH:23][N:22]=1>CN(C=O)C.CCOCC>[Br:27][C:24]1[CH:25]=[CH:26][C:21]([CH:17]([C:13]2[CH:14]=[CH:15][CH:16]=[C:11]([O:10][CH3:9])[CH:12]=2)[C:18]#[N:19])=[N:22][CH:23]=1 |f:1.2|. Reported procedure: To a suspension of hexane washed 60% sodium hydride (2.65, 66.0 mmol) in DMF (30 mL) at 0° C. was added 3-methoxyphenyl acetonitrile (8.0 g, 54.3 mmol). The reaction mixture was stirred at 0° C. for 30 min. A solution of 2,5-dibromopyridine (15.45g, 65.2 mmol) in DMF(20 mL) was added and the reaction was stirred at room temperature for 20 min and at 50° C. for 30 min. To the reaction mixture was added H20 (20 mL) and Et2O (200 mL). The organic layer was washed with brine (5x50 mL), dried over Na... Starting materials: CCS(=O)(=O)c1ccc([N+](=O)[O-])cc1, CCO, [Na+], [OH-], O, O, Cl[Sn]Cl. Yields the product CCS(=O)(=O)c1ccc(N)cc1. As a reaction SMILES: [CH2:6]([CH3:7])[S:8](=[O:9])(=[O:10])[c:11]1[cH:12][cH:13][c:14]([N+:17]([O-:18])=[O:19])[cH:15][cH:16]1.[CH3:22][CH2:23][OH:24].[Na+:21].[OH-:20].[OH2:1].[OH2:2].[Sn:3]([Cl:4])[Cl:5]>>[CH2:6]([CH3:7])[S:8](=[O:9])(=[O:10])[c:11]1[cH:12][cH:13][c:14]([NH2:17])[cH:15][cH:16]1. The reactants are C(C)(C)(C)C=1C=C(C=C(C1OC)OCCCOC1OCCCC1)C(C)=O (1-{3-tert-Butyl-4-methoxy-5-[3-(tetrahydropyran-2-yloxy)propoxy]phenyl}ethanone), [Br-].[Br-].[Br-].C1(=CC=CC=C1)[N+](C)(C)C.C1(=CC=CC=C1)[N+](C)(C)C.C1(=CC=CC=C1)[N+](C)(C)C (phenyltrimethylammonium tribromide). Solvent: CO.C1CCOC1 (methanol THF), C(Cl)Cl (DCM). Conditions: time 1 hour. Yields the product BrCC(=O)C1=CC(=C(C(=C1)OCCCO)OC)C(C)(C)C (2-Bromo-1-[3-tert-butyl-5-(3-hydroxypropoxy)-4-methoxyphenyl]ethanone). Yield: 45.3%. As a reaction SMILES: [C:1]([C:5]1[CH:6]=[C:7]([C:24](=[O:26])[CH3:25])[CH:8]=[C:9]([O:13][CH2:14][CH2:15][CH2:16][O:17]C2CCCCO2)[C:10]=1[O:11][CH3:12])([CH3:4])([CH3:3])[CH3:2].[Br-:27].[Br-].[Br-].C1([N+](C)(C)C)C=CC=CC=1.C1([N+](C)(C)C)C=CC=CC=1.C1([N+](C)(C)C)C=CC=CC=1>CO.C1COCC1.C(Cl)Cl>[Br:27][CH2:25][C:24]([C:7]1[CH:8]=[C:9]([O:13][CH2:14][CH2:15][CH2:16][OH:17])[C:10]([O:11][CH3:12])=[C:5]([C:1]([CH3:4])([CH3:3])[CH3:2])[CH:6]=1)=[O:26] |f:1.2.3.4.5.6,7.8|. Procedure details: 1-{3-tert-Butyl-4-methoxy-5-[3-(tetrahydropyran-2-yloxy)propoxy]phenyl}ethanone (O2.071; 12.7 g) was dissolved in methanol/THF (200/200 ml) and admixed with phenyltrimethylammonium tribromide (13.1 g) while stirring. The mixture was stirred at RT for 1 h, then diluted with DCM and washed once with 5% sodium thiosulfate solution. The DCM phase was dried over magnesium sulfate, filtered and concentrated. The residue was taken up in acetonitrile (100 ml) and admixed with 48% hydrobromic acid (5.91 ...